Dataset: the Open Reaction Database (ORD), a public repository of structured organic reaction records. Task: describe an organic reaction: reactants, conditions, products, and yield Starting materials: BrC=1C=CC(=NC1)CCC(C(=O)NO)(S(=O)(=O)C)C (4-(5-bromopyridin-2-yl)-N-hydroxy-2-methyl-2-(methylsulfonyl)butanamide), C1(=CC=CC=C1)B(O)O (phenylboronic acid). Product: ONC(C(CCC1=NC=C(C=C1)C1=CC=CC=C1)(S(=O)(=O)C)C)=O (N-Hydroxy-2-methyl-2-(methylsulfonyl)-4-(5-phenylpyridin-2-yl)butanamide). Yield: 1.3%. RXN SMILES: Br[C:2]1[CH:3]=[CH:4][C:5]([CH2:8][CH2:9][C:10]([CH3:19])([S:15]([CH3:18])(=[O:17])=[O:16])[C:11]([NH:13][OH:14])=[O:12])=[N:6][CH:7]=1.[C:20]1(B(O)O)[CH:25]=[CH:24][CH:23]=[CH:22][CH:21]=1>>[OH:14][NH:13][C:11](=[O:12])[C:10]([CH3:19])([S:15]([CH3:18])(=[O:17])=[O:16])[CH2:9][CH2:8][C:5]1[CH:4]=[CH:3][C:2]([C:20]2[CH:25]=[CH:24][CH:23]=[CH:22][CH:21]=2)=[CH:7][N:6]=1. Reported procedure: The title compound (2 mg, 1%) was prepared from 4-(5-bromopyridin-2-yl)-N-hydroxy-2-methyl-2-(methylsulfonyl)butanamide (151 mg, 0.43 mmol) and phenylboronic acid (79 mg, 0.65 mmol) by a procedure analogous to that described in Step F of Example 3. LCMS m/z 349.4 (M+1). 1H NMR (400 MHz, CD3OD) δ 1.68 (s, 3H), 2.25 (m, 1H), 2.66-2.82 (m, 2H), 2.95 (m, 1H), 3.08 (s, 3H), 7.38-7.51 (m, 4H), 7.63-7.66 (m, 2H), 8.02 (dd, J=8.1, 2.3 Hz, 1H), 8.71 (dd, J=2.4, 0.8 Hz, 1H).